This data is from the Open Reaction Database (ORD), a public repository of structured organic reaction records. The task is: describe an organic reaction: reactants, conditions, products, and yield Starting materials: BrC1=C(NC2=CC=C(C=C12)NC(=O)[C@H]1N(CCC1)C(CC1=CC=CC=C1)=O)C1=CC=C(C=C1)NC(=O)[C@H]1N(CCC1)C(CC1=CC=CC=C1)=O ((2S)—N-{4-[3-bromo-5-({[(2S)-1-(phenylacetyl)pyrrolidin-2-yl]carbonyl}amino)-1H-indol-2-yl]phenyl}-1-(phenylacetyl)pyrrolidine-2-carboxamide), C(#N)[Cu] (CuCN). The solvent is CN(C)C=O (DMF). Product: C(#N)C1=C(NC2=CC=C(C=C12)NC(=O)[C@H]1N(CCC1)C(CC1=CC=CC=C1)=O)C1=CC=C(C=C1)NC(=O)[C@H]1N(CCC1)C(CC1=CC=CC=C1)=O ((2S)—N-{4-[3-cyano-5-({[(2S)-1-(phenylacetyl)pyrrolidin-2-yl]carbonyl}amino)-1H-indol-2-yl]phenyl}-1-(phenylacetyl)pyrrolidine-2-carboxamide). As a reaction SMILES: Br[C:2]1[C:10]2[C:5](=[CH:6][CH:7]=[C:8]([NH:11][C:12]([C@@H:14]3[CH2:18][CH2:17][CH2:16][N:15]3[C:19](=[O:27])[CH2:20][C:21]3[CH:26]=[CH:25][CH:24]=[CH:23][CH:22]=3)=[O:13])[CH:9]=2)[NH:4][C:3]=1[C:28]1[CH:33]=[CH:32][C:31]([NH:34][C:35]([C@@H:37]2[CH2:41][CH2:40][CH2:39][N:38]2[C:42](=[O:50])[CH2:43][C:44]2[CH:49]=[CH:48][CH:47]=[CH:46][CH:45]=2)=[O:36])=[CH:30][CH:29]=1.[C:51]([Cu])#[N:52]>CN(C=O)C>[C:51]([C:2]1[C:10]2[C:5](=[CH:6][CH:7]=[C:8]([NH:11][C:12]([C@@H:14]3[CH2:18][CH2:17][CH2:16][N:15]3[C:19](=[O:27])[CH2:20][C:21]3[CH:22]=[CH:23][CH:24]=[CH:25][CH:26]=3)=[O:13])[CH:9]=2)[NH:4][C:3]=1[C:28]1[CH:33]=[CH:32][C:31]([NH:34][C:35]([C@@H:37]2[CH2:41][CH2:40][CH2:39][N:38]2[C:42](=[O:50])[CH2:43][C:44]2[CH:49]=[CH:48][CH:47]=[CH:46][CH:45]=2)=[O:36])=[CH:30][CH:29]=1)#[N:52]. Reported procedure: A mixture of the bromo compound from Example 126 (150 mg, 0.2 mmol), CuCN (50 mg, 0.6 mmol) and DMF (3 mL) was refluxed under N2 protection overnight. The mixture was purified by RPLC to afford the product. MS (ESI) m/e (M+H+): 679. 1H NMR (CDCl3) δ: 7.73-7.70 (m, 4H), 7.38-7.29 (m, 4H), 7.21-7.04 (m, 6H), 4.63-4.60 (m, 1H), 4.49-4.47 (m, 1H), 3.81-3.59 (m, 4H), 2.48-1.97 (m, 8H). Reactants: [H-].[Al+3].[Li+].[H-].[H-].[H-] (lithium aluminum hydride), C1(=CC=CC=C1)C(CCC(=O)O)C1=CC=CC=C1 (4,4-diphenylbutyric acid), O (water), [OH-].[Na+] (sodium hydroxide), O (water). The solvent is C(C)OCC (diethyl ether), ice, C(C)OCC (diethyl ether). Run at time 30 minute. The product is C1(=CC=CC=C1)C(CCCO)C1=CC=CC=C1 (4,4-Dipenyl-1-butanol). The yield is 99.1%. As a reaction SMILES: [H-].[Al+3].[Li+].[H-].[H-].[H-].[C:7]1([CH:13]([C:19]2[CH:24]=[CH:23][CH:22]=[CH:21][CH:20]=2)[CH2:14][CH2:15][C:16](O)=[O:17])[CH:12]=[CH:11][CH:10]=[CH:9][CH:8]=1.O.[OH-].[Na+]>C(OCC)C>[C:19]1([CH:13]([C:7]2[CH:8]=[CH:9][CH:10]=[CH:11][CH:12]=2)[CH2:14][CH2:15][CH2:16][OH:17])[CH:20]=[CH:21][CH:22]=[CH:23][CH:24]=1 |f:0.1.2.3.4.5,8.9|. Reported procedure: In 70 mL of ice-cooled diethyl ether was suspended 1.9 g of lithium aluminum hydride, followed by dropwise addition of a solution of 4,4-diphenylbutyric acid (6.0 g) in diethyl ether (50 mL). After completion of dropwise addition, the mixture was refluxed for 2 hours and, then, allowed to cool. To this reaction mixture, 1.9 mL of water, 1.9 mL of 15% aqueous sodium hydroxide, and 5.7 mL of water were added in the order mentioned and the mixture was stirred at room temperature for 30 minutes. The...